From a dataset of the Open Reaction Database (ORD), a public repository of structured organic reaction records. describe an organic reaction: reactants, conditions, products, and yield Starting materials: O=C1CCC(=O)N1Br, CCC(CC)c1cc(C)nn2c(-c3ccoc3C)c(C)nc12, ClCCl, O. Product: CCC(CC)c1cc(C)nn2c(-c3cc(Br)oc3C)c(C)nc12. Reaction SMILES: [Br:26][N:27]1[C:28](=[O:29])[CH2:30][CH2:31][C:32]1=[O:33].[CH2:4]([CH3:5])[CH:6]([CH2:7][CH3:8])[c:9]1[c:10]2[n:11]([n:12][c:13]([CH3:15])[cH:14]1)[c:16](-[c:20]1[c:21]([CH3:25])[o:22][cH:23][cH:24]1)[c:17]([CH3:19])[n:18]2.[Cl:1][CH2:2][Cl:3].[OH2:34]>>[CH2:4]([CH3:5])[CH:6]([CH2:7][CH3:8])[c:9]1[c:10]2[n:11]([n:12][c:13]([CH3:15])[cH:14]1)[c:16](-[c:20]1[c:21]([CH3:25])[o:22][c:23]([Br:26])[cH:24]1)[c:17]([CH3:19])[n:18]2. The reactants are FC(C1=CC=C(C=C1)O)(F)F (4-trifluoromethylphenol), BrC[C@@H]1CC[C@H](CC1)[Si]1(CCC(CC1)CCCCCOC)C1=CC=CC=C1 (4-(trans-4-bromomethylcyclohexyl)-4-phenyl-1-(5-methoxypentyl)-4-silacyclohexane). The product is FC(C1=CC=C(C=C1)OC[C@@H]1CC[C@H](CC1)[Si@@H]1CC[C@H](CC1)CCCCCOC)(F)F (trans-4-(trans-4-(4-trifluoromethylphenyloxymethyl)cyclohexyl)-1-(5-methoxypentyl)-4-silacyclohexane). RXN SMILES: [F:1][C:2]([F:11])([F:10])[C:3]1[CH:8]=[CH:7][C:6]([OH:9])=[CH:5][CH:4]=1.Br[CH2:13][C@H:14]1[CH2:19][CH2:18][C@H:17]([Si:20]2(C3C=CC=CC=3)[CH2:25][CH2:24][CH:23]([CH2:26][CH2:27][CH2:28][CH2:29][CH2:30][O:31][CH3:32])[CH2:22][CH2:21]2)[CH2:16][CH2:15]1>>[F:1][C:2]([F:10])([F:11])[C:3]1[CH:4]=[CH:5][C:6]([O:9][CH2:13][C@H:14]2[CH2:15][CH2:16][C@H:17]([Si@H:20]3[CH2:25][CH2:24][C@H:23]([CH2:26][CH2:27][CH2:28][CH2:29][CH2:30][O:31][CH3:32])[CH2:22][CH2:21]3)[CH2:18][CH2:19]2)=[CH:7][CH:8]=1. Reported procedure: The general procedure of Example 39 was repeated using 4-trifluoromethylphenol and 4-(trans-4-bromomethylcyclohexyl)-4-phenyl-1-(5-methoxypentyl)-4-silacyclohexane, thereby obtaining the intended product. As a reaction SMILES: [F:1][c:2]1[c:3]([CH2:25][CH2:26][C:27](=[O:28])[O:29][CH2:30][CH3:31])[cH:4][cH:5][c:6]([O:8][CH2:9][c:10]2[cH:11][c:12](-[c:16]3[c:17]([CH3:24])[cH:18][c:19]([OH:23])[cH:20][c:21]3[CH3:22])[cH:13][cH:14][cH:15]2)[cH:7]1.[O:58]=[C:59]([O:60][CH2:61][CH3:62])[N:63]=[N:64][C:65]([O:66][CH2:67][CH3:68])=[O:69].[O:70]1[CH2:71][CH2:72][CH2:73][CH2:74]1.[S:32]1[CH2:33][CH2:34][CH:35]([OH:38])[CH2:36][CH2:37]1.[c:39]1([P:40]([c:41]2[cH:42][cH:43][cH:44][cH:45][cH:46]2)[c:47]2[cH:48][cH:49][cH:50][cH:51][cH:52]2)[cH:53][cH:54][cH:55][cH:56][cH:57]1>>[F:1][c:2]1[c:3]([CH2:25][CH2:26][C:27](=[O:28])[O:29][CH2:30][CH3:31])[cH:4][cH:5][c:6]([O:8][CH2:9][c:10]2[cH:11][c:12](-[c:16]3[c:17]([CH3:24])[cH:18][c:19]([O:23][CH:35]4[CH2:34][CH2:33][S:32][CH2:37][CH2:36]4)[cH:20][c:21]3[CH3:22])[cH:13][cH:14][cH:15]2)[cH:7]1. Yields the product CCOC(=O)CCc1ccc(OCc2cccc(-c3c(C)cc(OC4CCSCC4)cc3C)c2)cc1F. Reactants: CCOC(=O)CCc1ccc(OCc2cccc(-c3c(C)cc(O)cc3C)c2)cc1F, CCOC(=O)N=NC(=O)OCC, C1CCOC1, OC1CCSCC1, c1ccc(P(c2ccccc2)c2ccccc2)cc1. Starting materials: CSc1c(C)[nH]c2c(Br)cc(F)c(N3CCOCC3)c12, C1COCCO1. Yields the product Cc1cc2c(N3CCOCC3)c(F)cc(Br)c2[nH]1. RXN SMILES: [CH3:1][c:2]1[nH:3][c:4]2[c:5]([Br:20])[cH:6][c:7]([F:19])[c:8]([N:13]3[CH2:14][CH2:15][O:16][CH2:17][CH2:18]3)[c:9]2[c:10]1[S:11][CH3:12].[O:21]1[CH2:22][CH2:23][O:24][CH2:25][CH2:26]1>>[CH3:1][c:2]1[nH:3][c:4]2[c:5]([Br:20])[cH:6][c:7]([F:19])[c:8]([N:13]3[CH2:14][CH2:15][O:16][CH2:17][CH2:18]3)[c:9]2[cH:10]1. Starting materials: CON(C)C(=O)C(Cc1cc(F)c(F)cc1F)NC(=O)OC(C)(C)C, Cc1cc(Cl)ccc1C(=O)NC(C)(C)C. Yields the product CC(C)(C)NC(=O)c1ccc(Cl)cc1CC(=O)C(Cc1cc(F)c(F)cc1F)NC(=O)OC(C)(C)C. RXN SMILES: [C:1]([CH3:2])([CH3:3])([CH3:4])[O:5][C:6]([NH:7][CH:8]([CH2:9][c:10]1[c:11]([F:18])[cH:12][c:13]([F:17])[c:14]([F:16])[cH:15]1)[C:19]([N:20]([O:21][CH3:22])[CH3:23])=[O:24])=[O:25].[C:26]([CH3:27])([CH3:28])([CH3:29])[NH:30][C:31]([c:32]1[c:33]([CH3:39])[cH:34][c:35]([Cl:38])[cH:36][cH:37]1)=[O:40]>>[C:1]([CH3:2])([CH3:3])([CH3:4])[O:5][C:6]([NH:7][CH:8]([CH2:9][c:10]1[c:11]([F:18])[cH:12][c:13]([F:17])[c:14]([F:16])[cH:15]1)[C:19](=[O:24])[CH2:39][c:33]1[c:32]([C:31]([NH:30][C:26]([CH3:27])([CH3:28])[CH3:29])=[O:40])[cH:37][cH:36][c:35]([Cl:38])[cH:34]1)=[O:25].